This data is from the Open Reaction Database (ORD), a public repository of structured organic reaction records. The task is: describe an organic reaction: reactants, conditions, products, and yield Reactants: FC(C(=O)O)(F)F (Trifluoroacetic acid), C(C)(C)(C)OC(=O)N1CCC(CC1)C=1NC=C(N1)C=1C(=C2CC[C@@H](N(C2=CC1)C(=O)OC)C)OC1CCC1 ((S)-methyl 6-(2-(1-(tert-butoxycarbonyl)piperidin-4-yl)-1H-imidazol-4-yl)-5-cyclobutoxy-2-methyl-3,4-dihydroquinoline-1(2H)-carboxylate). Solvent: ClCCl (dichloromethane). Reaction conditions: time 3 hour. The product is C1(CCC1)OC1=C2CC[C@@H](N(C2=CC=C1C=1N=C(NC1)C1CCNCC1)C(=O)OC)C (methyl (S)-5-cyclobutoxy-2-methyl-6-(2-(piperidin-4-yl)-1H-imidazol-4-yl)-3,4-dihydroquinoline-1(2H)-carboxylate). As a reaction SMILES: FC(F)(F)C(O)=O.C(OC([N:15]1[CH2:20][CH2:19][CH:18]([C:21]2[NH:22][CH:23]=[C:24]([C:26]3[C:27]([O:41][CH:42]4[CH2:45][CH2:44][CH2:43]4)=[C:28]4[C:33](=[CH:34][CH:35]=3)[N:32]([C:36]([O:38][CH3:39])=[O:37])[C@@H:31]([CH3:40])[CH2:30][CH2:29]4)[N:25]=2)[CH2:17][CH2:16]1)=O)(C)(C)C>ClCCl>[CH:42]1([O:41][C:27]2[C:26]([C:24]3[N:25]=[C:21]([CH:18]4[CH2:19][CH2:20][NH:15][CH2:16][CH2:17]4)[NH:22][CH:23]=3)=[CH:35][CH:34]=[C:33]3[C:28]=2[CH2:29][CH2:30][C@H:31]([CH3:40])[N:32]3[C:36]([O:38][CH3:39])=[O:37])[CH2:43][CH2:44][CH2:45]1. Procedure details: Trifluoroacetic acid (3 mL) was added to a solution of (S)-methyl 6-(2-(1-(tert-butoxycarbonyl)piperidin-4-yl)-1H-imidazol-4-yl)-5-cyclobutoxy-2-methyl-3,4-dihydroquinoline-1(2H)-carboxylate (0.050 g, 0.09 mmol) in dichloromethane (6 mL), and the reaction mixture stirred at room temperature for 3 h. The reaction mixture was concentrated under vacuum, and the residue was purified via preparative-HPLC (Waters I): Column: Waters HSS C18, 2.1×50 mm, 1.8 um; Mobile Phase water (0.05% ammonium bicarbo...